This data is from the Open Reaction Database (ORD), a public repository of structured organic reaction records. The task is: describe an organic reaction: reactants, conditions, products, and yield Reactants: C[Si](C)(C)C=[N+]=[N-], CN(C)C=O, CO, O=[Cr](=O)([O-])O[Cr](=O)(=O)[O-], CN(C(=O)c1ccc([N+](=O)[O-])cc1)c1ccccc1CCO, O, c1ccccc1, c1cc[nH+]cc1, c1cc[nH+]cc1. The product is COC(=O)Cc1ccccc1N(C)C(=O)c1ccc([N+](=O)[O-])cc1. As a reaction SMILES: [CH3:50][Si:51]([CH:52]=[N+:53]=[N-:54])([CH3:55])[CH3:56].[CH3:57][N:58]([CH:59]=[O:60])[CH3:61].[CH3:63][OH:64].[Cr:23]([O:24][Cr:25]([O-:26])(=[O:27])=[O:28])([O-:29])(=[O:30])=[O:31].[N+:1](=[O:2])([O-:3])[c:4]1[cH:5][cH:6][c:7]([C:8](=[O:9])[N:10]([c:11]2[c:12]([CH2:17][CH2:18][OH:19])[cH:13][cH:14][cH:15][cH:16]2)[CH3:20])[cH:21][cH:22]1.[OH2:62].[cH:44]1[cH:45][cH:46][cH:47][cH:48][cH:49]1.[nH+:32]1[cH:33][cH:34][cH:35][cH:36][cH:37]1.[nH+:38]1[cH:39][cH:40][cH:41][cH:42][cH:43]1>>[N+:1](=[O:2])([O-:3])[c:4]1[cH:5][cH:6][c:7]([C:8](=[O:9])[N:10]([c:11]2[c:12]([CH2:17][C:18](=[O:19])[O:60][CH3:59])[cH:13][cH:14][cH:15][cH:16]2)[CH3:20])[cH:21][cH:22]1.